Dataset: the Open Reaction Database (ORD), a public repository of structured organic reaction records. Task: describe an organic reaction: reactants, conditions, products, and yield Reactants: ClB(Cl)Cl, CN(C(=O)C(C)(C)c1cc(C(F)(F)F)cc(C(F)(F)F)c1)c1cnc(NC2CCCC2OCc2ccccc2)cc1-c1ccccc1Cl, ClCCl. The product is CN(C(=O)C(C)(C)c1cc(C(F)(F)F)cc(C(F)(F)F)c1)c1cnc(NC2CCCC2O)cc1-c1ccccc1Cl. Reaction SMILES: [B:49]([Cl:50])([Cl:51])[Cl:52].[CH2:1]([c:2]1[cH:3][cH:4][cH:5][cH:6][cH:7]1)[O:8][CH:9]1[CH:10]([NH:14][c:15]2[cH:16][c:17](-[c:42]3[c:43]([Cl:48])[cH:44][cH:45][cH:46][cH:47]3)[c:18]([N:21]([C:22]([C:23]([CH3:24])([CH3:25])[c:26]3[cH:27][c:28]([C:36]([F:37])([F:38])[F:39])[cH:29][c:30]([C:32]([F:33])([F:34])[F:35])[cH:31]3)=[O:40])[CH3:41])[cH:19][n:20]2)[CH2:11][CH2:12][CH2:13]1.[Cl:53][CH2:54][Cl:55]>>[OH:8][CH:9]1[CH:10]([NH:14][c:15]2[cH:16][c:17](-[c:42]3[c:43]([Cl:48])[cH:44][cH:45][cH:46][cH:47]3)[c:18]([N:21]([C:22]([C:23]([CH3:24])([CH3:25])[c:26]3[cH:27][c:28]([C:36]([F:37])([F:38])[F:39])[cH:29][c:30]([C:32]([F:33])([F:34])[F:35])[cH:31]3)=[O:40])[CH3:41])[cH:19][n:20]2)[CH2:11][CH2:12][CH2:13]1. Yields the product COC1=CC=C(C=C1)N(CC(=O)O)N=O (N-(4-Methoxyphenyl)-N-nitrosoglycine). Run in O (water), O (water). Reactants: Cl (hydrochloric acid), N(=O)[O-].[Na+] (Sodium nitrite), COC1=CC=C(C=C1)NCC(=O)O (N-(4-methoxyphenyl)glycine). Reaction conditions: time 6 hour. The yield is 100.0%. Procedure details: Sodium nitrite (3.97 g, 57.5 mmol) in 10 mL of water was added to a suspension of N-(4-methoxyphenyl)glycine (9.92 g, 54.7 mmol) in 50 mL of water under N2. This was allowed to stir at room temperature until solution clarified, about 6 hours. The solution was acidified with concentrated hydrochloric acid to pH 3 and a precipitate formed. The solid was collected and washed with 50 mL water, then dried in vacuo to give 11.50 g (100%) of the desired compound as a white solid. 1H NMR (CDCl3): δ 7.17... As a reaction SMILES: [N:1]([O-:3])=O.[Na+].[CH3:5][O:6][C:7]1[CH:12]=[CH:11][C:10]([NH:13][CH2:14][C:15]([OH:17])=[O:16])=[CH:9][CH:8]=1.Cl>O>[CH3:5][O:6][C:7]1[CH:8]=[CH:9][C:10]([N:13]([N:1]=[O:3])[CH2:14][C:15]([OH:17])=[O:16])=[CH:11][CH:12]=1 |f:0.1|. Solvent: C(C)O (ethanol). Product: COC1=CC=C(C=C1)C1=CC(NN=C1)=O (5-(4-methoxy-phenyl)-2H-pyridazin-3-one). Starting materials: OC1C(=CC(O1)=O)C1=CC=C(C=C1)OC (5-hydroxy-4-(4-methoxyphenyl)-5H-furan-2-one), O.NN (hydrazine hydrate). Procedure: A suspension of 5-hydroxy-4-(4-methoxyphenyl)-5H-furan-2-one (2.00 g, 9.7 mmol) in 15 mL of ethanol was stirred as hydrazine hydrate (0.97 g, 2.0 eq) was added in dropwise. The reaction was stirred at 85° C. overnight, and then the solvent was reduced. The solid was collected and washed with cold EtOH to give 1.7 g (87%) of 5-(4-methoxy-phenyl)-2H-pyridazin-3-one: MS m/z 203 (M+H). Reaction SMILES: O[CH:2]1[O:6][C:5](=O)[CH:4]=[C:3]1[C:8]1[CH:13]=[CH:12][C:11]([O:14][CH3:15])=[CH:10][CH:9]=1.O.[NH2:17][NH2:18]>C(O)C>[CH3:15][O:14][C:11]1[CH:12]=[CH:13][C:8]([C:3]2[CH:2]=[N:18][NH:17][C:5](=[O:6])[CH:4]=2)=[CH:9][CH:10]=1 |f:1.2|. Run at temperature 85 celsius, time 8 hour. Isolated yield 86.7%. As a reaction SMILES: [CH2:1]([CH3:2])[C:3]1([CH2:15][CH3:16])[CH2:4][c:5]2[c:6]([c:7]([C:10](=[O:11])[OH:12])[s:8][cH:9]2)[CH2:13][CH2:14]1.[CH3:17][I:18]>>[CH2:1]([CH3:2])[C:3]1([CH2:15][CH3:16])[CH2:4][c:5]2[c:6]([c:7]([C:10](=[O:11])[OH:12])[s:8][c:9]2[CH3:17])[CH2:13][CH2:14]1. The reactants are CCC1(CC)CCc2c(csc2C(=O)O)C1, CI. Yields the product CCC1(CC)CCc2c(C(=O)O)sc(C)c2C1. Reactants: C(C)(=O)OC=1C(=C2C(CC(OC2=C(C1C)C)(CCC(CCCC(C)C)C)COC1=CC=C(C=C1)N)=O)C (6-acetoxy-2-(4-aminophenoxymethyl)-2-(3,7-dimethyloctyl)-5,7,8-trimethylchroman-4-one), N(=O)[O-].[Na+] (sodium nitrite), Cl (hydrochloric acid), C(C=C)(=O)OCC (ethyl acrylate), cuprous oxide. Yields the product C(C)(=O)OC=1C(=C2C(CC(OC2=C(C1C)C)(CCC(CCCC(C)C)C)COC1=CC=C(C=C1)CC(C(=O)OCC)Cl)=O)C (Ethyl 3-{4-[6-acetoxy-2-(3,7-dimethyloctyl)-5,7,8-trimethyl-4-oxochroman-2-ylmethoxy]phenyl}-2-chloropropionate). As a reaction SMILES: [C:1]([O:4][C:5]1[C:6]([CH3:37])=[C:7]2[C:12](=[C:13]([CH3:16])[C:14]=1[CH3:15])[O:11][C:10]([CH2:27][O:28][C:29]1[CH:34]=[CH:33][C:32](N)=[CH:31][CH:30]=1)([CH2:17][CH2:18][CH:19]([CH3:26])[CH2:20][CH2:21][CH2:22][CH:23]([CH3:25])[CH3:24])[CH2:9][C:8]2=[O:36])(=[O:3])[CH3:2].N([O-])=O.[Na+].[ClH:42].[C:43]([O:47][CH2:48][CH3:49])(=[O:46])[CH:44]=[CH2:45]>>[C:1]([O:4][C:5]1[C:6]([CH3:37])=[C:7]2[C:12](=[C:13]([CH3:16])[C:14]=1[CH3:15])[O:11][C:10]([CH2:27][O:28][C:29]1[CH:34]=[CH:33][C:32]([CH2:45][CH:44]([Cl:42])[C:43]([O:47][CH2:48][CH3:49])=[O:46])=[CH:31][CH:30]=1)([CH2:17][CH2:18][CH:19]([CH3:26])[CH2:20][CH2:21][CH2:22][CH:23]([CH3:25])[CH3:24])[CH2:9][C:8]2=[O:36])(=[O:3])[CH3:2] |f:1.2|. Procedure details: Following the same procedure as described in Preparation 18, 1.6 g of 6-acetoxy-2-(4-aminophenoxymethyl)-2-(3,7-dimethyloctyl)-5,7,8-trimethylchroman-4-one (prepared as described in Preparation 32), 0.28 g of sodium nitrite, 1.7 ml of concentrated hydrochloric acid, 3.3 ml of ethyl acrylate and 0.1 g of cuprous oxide were reacted, to give the title compound. Starting materials: NOS(=O)=O (O-amino-sulfonic acid), oily suspension, [H-].[Na+] (sodium hydride), C1(NCCCC2=C1C=CC=C2)=O (4,5-dihydro-2-benzazepine-1(2H,3H)-one), [Na+].[Cl-] (NaCl). The solvent is CN(C=O)C (dimethylformamide), O1CCCC1 (tetrahydrofuran). Reaction conditions: time 1 hour. Product: NN1C(C2=C(CCC1)C=CC=C2)=O (2-Amino-4,5-dihydro-2-benzazepine-1(2H,3H)-one). As a reaction SMILES: [NH2:1]OS(=O)=O.[H-].[Na+].[C:8]1(=[O:19])[C:14]2[CH:15]=[CH:16][CH:17]=[CH:18][C:13]=2[CH2:12][CH2:11][CH2:10][NH:9]1.[Na+].[Cl-]>CN(C)C=O.O1CCCC1>[NH2:1][N:9]1[CH2:10][CH2:11][CH2:12][C:13]2[CH:18]=[CH:17][CH:16]=[CH:15][C:14]=2[C:8]1=[O:19] |f:1.2,4.5|. Reported procedure: A solution of 2.7 g of O-amino-sulfonic acid and 1.25 g of a 55% oily suspension of sodium hydride in 30 ml of dimethylformamide and 30 ml of tetrahydrofuran was gradually added at a temperature of 10° C. to a suspension of 9.66 g (0.0176 mol) 4,5-dihydro-2-benzazepine-1(2H,3H)-one. After standing for 1 hour at room temperature the mixture was poured into a saturated aqueous solution of NaCl, then the organic layer was separated and the mother liquors were extracted with 300 ml (3×100 ml) of an ... Yields the product CCC(=O)c1ccc(NC2CCCN(c3nc(-c4ccc(Cl)cc4Cl)cc4nc(C5CCN(C6CC6)CC5)nn34)C2)nc1N. As a reaction SMILES: [CH3:57][S:58]([CH3:59])=[O:60].[CH:48]([N:49]([CH2:50][CH3:51])[CH:52]([CH3:53])[CH3:54])([CH3:55])[CH3:56].[Cl:2][c:3]1[n:4][c:5](-[c:21]2[c:22]([Cl:28])[cH:23][c:24]([Cl:27])[cH:25][cH:26]2)[cH:6][c:7]2[n:8]1[n:9][c:10]([CH:12]1[CH2:13][CH2:14][N:15]([CH:18]3[CH2:19][CH2:20]3)[CH2:16][CH2:17]1)[n:11]2.[ClH:1].[ClH:29].[NH2:30][c:31]1[n:32][c:33]([NH:41][CH:42]2[CH2:43][NH:44][CH2:45][CH2:46][CH2:47]2)[cH:34][cH:35][c:36]1[C:37]([CH2:38][CH3:39])=[O:40]>>[c:3]1([N:44]2[CH2:43][CH:42]([NH:41][c:33]3[n:32][c:31]([NH2:30])[c:36]([C:37]([CH2:38][CH3:39])=[O:40])[cH:35][cH:34]3)[CH2:47][CH2:46][CH2:45]2)[n:4][c:5](-[c:21]2[c:22]([Cl:28])[cH:23][c:24]([Cl:27])[cH:25][cH:26]2)[cH:6][c:7]2[n:8]1[n:9][c:10]([CH:12]1[CH2:13][CH2:14][N:15]([CH:18]3[CH2:19][CH2:20]3)[CH2:16][CH2:17]1)[n:11]2. The reactants are CS(C)=O, CCN(C(C)C)C(C)C, Clc1ccc(-c2cc3nc(C4CCN(C5CC5)CC4)nn3c(Cl)n2)c(Cl)c1, Cl, Cl, CCC(=O)c1ccc(NC2CCCNC2)nc1N.